From a dataset of the Open Reaction Database (ORD), a public repository of structured organic reaction records. describe an organic reaction: reactants, conditions, products, and yield The reactants are COC(=O)c1c(C)cccc1COCCCOCc1ccc2ccccc2n1, CCO, Cl, [Na+], [OH-], O. The product is Cc1cccc(COCCCOCc2ccc3ccccc3n2)c1C(=O)O. As a reaction SMILES: [CH3:1][c:2]1[c:3]([C:4](=[O:5])[O:6][CH3:7])[c:8]([CH2:12][O:13][CH2:14][CH2:15][CH2:16][O:17][CH2:18][c:19]2[n:20][c:21]3[cH:22][cH:23][cH:24][cH:25][c:26]3[cH:27][cH:28]2)[cH:9][cH:10][cH:11]1.[CH3:33][CH2:34][OH:35].[ClH:31].[Na+:30].[OH-:29].[OH2:32]>>[CH3:1][c:2]1[c:3]([C:4](=[O:5])[OH:6])[c:8]([CH2:12][O:13][CH2:14][CH2:15][CH2:16][O:17][CH2:18][c:19]2[n:20][c:21]3[cH:22][cH:23][cH:24][cH:25][c:26]3[cH:27][cH:28]2)[cH:9][cH:10][cH:11]1.